Dataset: the Open Reaction Database (ORD), a public repository of structured organic reaction records. Task: describe an organic reaction: reactants, conditions, products, and yield Solvent: CN(C=O)C (N,N-dimethylformamide), O (water). Product: N1(CCOCC1)C(=O)C=1C=CC(=C(C(=O)NC=2C=NC=CC2)C1)OCC1=CC=CC=C1 (5-(4-Morpholinylcarbonyl)-2-[(phenylmethyl)oxy]-N-3-pyridinylbenzamide). Conditions: time 4 hour. Reported procedure: Neat HOBT (90 mg, 0.59 mmol) was added in one charge to a stirred solution of 5-(4-morpholinylcarbonyl)-2-[(phenylmethyl)oxy]benzoic acid (may be prepared as described in Description 57; 200 mg, 0.59 mmol), 3-pyridinamine (55.1 mg, 0.59 mmol) and EDC (112 mg, 0.59 mmol) in N,N-dimethylformamide (5 ml) under nitrogen at room temperature. The reaction mixture was stirred at room temperature for 4 h. The mixture was diluted with water (50 ml) and extracted with ethyl acetate (3×50 ml). The organic ... As a reaction SMILES: [CH:1]1[CH:2]=C[C:4]2[N:9](O)N=[N:7][C:5]=2[CH:6]=1.[N:11]1([C:17]([C:19]2[CH:20]=[CH:21][C:22]([O:28][CH2:29][C:30]3[CH:35]=[CH:34][CH:33]=[CH:32][CH:31]=3)=[C:23]([CH:27]=2)[C:24]([OH:26])=O)=[O:18])[CH2:16][CH2:15][O:14][CH2:13][CH2:12]1.N1C=CC=C(N)C=1.C(Cl)CCl>CN(C)C=O.O>[N:11]1([C:17]([C:19]2[CH:20]=[CH:21][C:22]([O:28][CH2:29][C:30]3[CH:35]=[CH:34][CH:33]=[CH:32][CH:31]=3)=[C:23]([CH:27]=2)[C:24]([NH:7][C:5]2[CH:4]=[N:9][CH:2]=[CH:1][CH:6]=2)=[O:26])=[O:18])[CH2:16][CH2:15][O:14][CH2:13][CH2:12]1. Reactants: C=1C=CC2=C(C1)N=NN2O (HOBT), N1(CCOCC1)C(=O)C=1C=CC(=C(C(=O)O)C1)OCC1=CC=CC=C1 (5-(4-morpholinylcarbonyl)-2-[(phenylmethyl)oxy]benzoic acid), N1=CC(=CC=C1)N (3-pyridinamine), C(CCl)Cl (EDC). Reactants: O=C([O-])[O-], CN1CCCC1=O, CS(=O)(=O)c1ccc(O)cc1, Clc1ccc(Cl)nc1, [Cs+], [Cs+]. The product is CS(=O)(=O)c1ccc(Oc2ccc(Cl)cn2)cc1. As a reaction SMILES: [C:20](=[O:21])([O-:22])[O-:23].[CH3:26][N:27]1[CH2:28][CH2:29][CH2:30][C:31]1=[O:32].[CH3:9][S:10](=[O:11])(=[O:12])[c:13]1[cH:14][cH:15][c:16]([OH:19])[cH:17][cH:18]1.[Cl:1][c:2]1[n:3][cH:4][c:5]([Cl:8])[cH:6][cH:7]1.[Cs+:24].[Cs+:25]>>[c:2]1([O:19][c:16]2[cH:15][cH:14][c:13]([S:10]([CH3:9])(=[O:11])=[O:12])[cH:18][cH:17]2)[n:3][cH:4][c:5]([Cl:8])[cH:6][cH:7]1. Product: CN(CC[N+](C)(C)C)C(=O)CC(C)(C)NC(=O)OCc1ccccc1, [I-]. RXN SMILES: [CH3:1][N:2]([CH2:3][CH2:4][N:5]([C:6]([CH2:7][C:8]([CH3:9])([CH3:10])[NH:11][C:12]([O:13][CH2:14][c:15]1[cH:16][cH:17][cH:18][cH:19][cH:20]1)=[O:21])=[O:22])[CH3:23])[CH3:24].[CH3:25][I:26].[CH3:27][CH2:28][OH:29]>>[CH3:1][N+:2]([CH2:3][CH2:4][N:5]([C:6]([CH2:7][C:8]([CH3:9])([CH3:10])[NH:11][C:12]([O:13][CH2:14][c:15]1[cH:16][cH:17][cH:18][cH:19][cH:20]1)=[O:21])=[O:22])[CH3:23])([CH3:24])[CH3:25].[I-:26]. Reactants: CN(C)CCN(C)C(=O)CC(C)(C)NC(=O)OCc1ccccc1, CI, CCO. Reactants: stainless steel, [Cl-].[NH4+] (ammonium chloride), ClC1=NC=NC=C1OC1=CC=CC=C1 (4-chloro-5-phenoxy pyrimidine), N (ammonia). Run in C(C)O (ethanol). The product is NC1=NC=NC=C1OC1=CC=CC=C1 (4-amino-5-phenoxy pyrimidine). The yield is 66.0%. Reaction SMILES: [NH3:1].[Cl-].[NH4+].Cl[C:5]1[C:10]([O:11][C:12]2[CH:17]=[CH:16][CH:15]=[CH:14][CH:13]=2)=[CH:9][N:8]=[CH:7][N:6]=1>C(O)C>[NH2:1][C:5]1[C:10]([O:11][C:12]2[CH:17]=[CH:16][CH:15]=[CH:14][CH:13]=2)=[CH:9][N:8]=[CH:7][N:6]=1 |f:1.2|. Reported procedure: To a solution of 125 ml. of absolute ethanol saturated with ammonia was added 2.0 g. ammonium chloride and 25.7 g. (0.124 mol) of 4-chloro-5-phenoxy pyrimidine and the mixture was heated in a 250 ml. stainless steel pressure bomb at 160° for six hrs. The bomb was cooled and the contents poured into a 1000 ml. rb flask. The bomb was rinsed with 4 × 100 ml. boiling ethanol and the combined ethanol solutions were stripped to an oily mixture on the rotary evaporator. The residues were extracted with... Reactants: [H][H] (hydrogen), C(C)OC(C(Br)C1=CC=CC=C1)=O (ethyl-α-bromophenylacetate), C1=CC(=CC=C1O)C (p-Cresol), [H-].[Na+] (sodium hydride). The solvent is CN(C=O)C (N,N-dimethylformamide), O (Water). Reaction conditions: time 20 hour. Yields the product CC1=CC=C(OC2=C(C=CC=C2)CC(=O)OCC)C=C1 (ethyl 2-(4-methylphenoxy)phenylacetate). Isolated yield 60.3%. As a reaction SMILES: [CH:1]1[C:6]([OH:7])=[CH:5][CH:4]=[C:3]([CH3:8])[CH:2]=1.[H-].[Na+].[H][H].[CH2:13]([O:15][C:16](=[O:25])[CH:17]([C:19]1[CH:24]=[CH:23][CH:22]=[CH:21][CH:20]=1)Br)[CH3:14]>CN(C)C=O.O>[CH3:8][C:3]1[CH:4]=[CH:5][C:6]([O:7][C:20]2[CH:21]=[CH:22][CH:23]=[CH:24][C:19]=2[CH2:17][C:16]([O:15][CH2:13][CH3:14])=[O:25])=[CH:1][CH:2]=1 |f:1.2|. Reported procedure: p-Cresol (4.45 g) was added portionwise over 30 minutes to a stirred suspension of sodium hydride (60% dispersion in mineral oil; 1.81 g) in N,N-dimethylformamide (DMF) (80 ml). When evolution of hydrogen ceased, ethyl-α-bromophenylacetate (10.0 g) was added and the mixture was left to stand for 20 hours. Water (500 ml) was added and the mixture was extracted with ethyl acetate (2×250 ml). The extracts were washed with water (250 ml), followed by saturated sodium chloride solution (250 ml) and t... The reactants are NC1=C(C=C(C=C1)C1=C(C=CC(=C1)C)S(=O)C1=C(C=C(C=C1)C)C1=CC(=C(C=C1)N)[N+](=O)[O-])[N+](=O)[O-] ((4-amino-3-nitrophenyl)-4-methylphenyl sulfoxide), COC1=C(C=C(C=C1)S(=O)C1=CC=CC=C1)[N+](=O)[O-] ((4-methoxy-3-nitrophenyl)-phenyl sulfoxide). The product is NC=1C=C(C=CC1OC)S(=O)C1=CC=CC=C1 ((3-Amino-4-methoxyphenyl)-phenyl sulfoxide). Isolated yield 89.0%. RXN SMILES: NC1C=CC(C2C=C(C)C=CC=2S(C2C=CC(C)=CC=2C2C=CC(N)=C([N+]([O-])=O)C=2)=O)=CC=1[N+]([O-])=O.[CH3:37][O:38][C:39]1[CH:44]=[CH:43][C:42]([S:45]([C:47]2[CH:52]=[CH:51][CH:50]=[CH:49][CH:48]=2)=[O:46])=[CH:41][C:40]=1[N+:53]([O-])=O>>[NH2:53][C:40]1[CH:41]=[C:42]([S:45]([C:47]2[CH:48]=[CH:49][CH:50]=[CH:51][CH:52]=2)=[O:46])[CH:43]=[CH:44][C:39]=1[O:38][CH3:37]. Procedure details: Following the procedure described in Example 2 but using as a starting material instead of (4-amino-3-nitrophenyl)-4-methylphenyl sulfoxide a corresponding amount of (4-methoxy-3-nitrophenyl)-phenyl sulfoxide, the title compound is obtained.